describe an organic reaction: reactants, conditions, products, and yield From a dataset of the Open Reaction Database (ORD), a public repository of structured organic reaction records. Starting materials: COc1ccc(Br)cc1OC, CC(=O)O, O, O=[N+]([O-])O. Product: COc1cc(Br)c([N+](=O)[O-])cc1OC. RXN SMILES: [Br:9][c:10]1[cH:11][c:12]([O:18][CH3:19])[c:13]([O:16][CH3:17])[cH:14][cH:15]1.[CH3:5][C:6](=[O:7])[OH:8].[OH2:20].[OH:1][N+:2]([O-:3])=[O:4]>>[O-:1][N+:2](=[O:4])[c:15]1[c:10]([Br:9])[cH:11][c:12]([O:18][CH3:19])[c:13]([O:16][CH3:17])[cH:14]1. The reactants are ClC1=C(OC2=CC=CC(=N2)N2CCNCC2)C=CC=C1 (1-[6-(2-chloro-phenoxy)-pyridin-2-yl]-piperazine), FC(CNC(=O)C1(C2=CC=CC=C2C=2C=CC=CC12)CCCCBr)(F)F (9-(4-bromo-butyl)-9H-fluorene-9-carboxylic acid-(2,2,2-trifluoroethyl)-amide). The product is FC(CNC(=O)C1(C2=CC=CC=C2C=2C=CC=CC12)CCCCN1CCN(CC1)C1=NC(=CC=C1)OC1=C(C=CC=C1)Cl)(F)F (9-(4-{4-[6-(2-Chloro-phenoxy)-pyridin-2-yl]-piperazin-1-yl}-butyl)-9H-fluorene-9-carboxylic acid-(2,2,2-trifluoroethyl)-amide). RXN SMILES: [Cl:1][C:2]1[CH:20]=[CH:19][CH:18]=[CH:17][C:3]=1[O:4][C:5]1[N:10]=[C:9]([N:11]2[CH2:16][CH2:15][NH:14][CH2:13][CH2:12]2)[CH:8]=[CH:7][CH:6]=1.[F:21][C:22]([F:46])([F:45])[CH2:23][NH:24][C:25]([C:27]1([CH2:40][CH2:41][CH2:42][CH2:43]Br)[C:39]2[CH:38]=[CH:37][CH:36]=[CH:35][C:34]=2[C:33]2[C:28]1=[CH:29][CH:30]=[CH:31][CH:32]=2)=[O:26]>>[F:21][C:22]([F:45])([F:46])[CH2:23][NH:24][C:25]([C:27]1([CH2:40][CH2:41][CH2:42][CH2:43][N:14]2[CH2:15][CH2:16][N:11]([C:9]3[CH:8]=[CH:7][CH:6]=[C:5]([O:4][C:3]4[CH:17]=[CH:18][CH:19]=[CH:20][C:2]=4[Cl:1])[N:10]=3)[CH2:12][CH2:13]2)[C:39]2[CH:38]=[CH:37][CH:36]=[CH:35][C:34]=2[C:33]2[C:28]1=[CH:29][CH:30]=[CH:31][CH:32]=2)=[O:26]. Procedure details: Prepared analogously to Example 2 b from 1-[6-(2-chloro-phenoxy)-pyridin-2-yl]-piperazine and 9-(4-bromo-butyl)-9H-fluorene-9-carboxylic acid-(2,2,2-trifluoroethyl)-amide. Starting materials: OC1CCN(Cc2ccccc2)CC1, ClCCl, Oc1ccccc1Cl, c1ccc(P(c2ccccc2)c2ccccc2)cc1. Yields the product Clc1ccccc1OC1CCN(Cc2ccccc2)CC1. As a reaction SMILES: [CH2:28]([c:29]1[cH:30][cH:31][cH:32][cH:33][cH:34]1)[N:35]1[CH2:36][CH2:37][CH:38]([OH:41])[CH2:39][CH2:40]1.[Cl:42][CH2:43][Cl:44].[OH:20][c:21]1[cH:22][cH:23][cH:24][cH:25][c:26]1[Cl:27].[c:1]1([P:2]([c:3]2[cH:4][cH:5][cH:6][cH:7][cH:8]2)[c:9]2[cH:10][cH:11][cH:12][cH:13][cH:14]2)[cH:15][cH:16][cH:17][cH:18][cH:19]1>>[O:20]([c:21]1[cH:22][cH:23][cH:24][cH:25][c:26]1[Cl:27])[CH:38]1[CH2:37][CH2:36][N:35]([CH2:28][c:29]2[cH:30][cH:31][cH:32][cH:33][cH:34]2)[CH2:40][CH2:39]1. Reactants: compound [ 4-6 ], C(C)C1=CC=C(CCl)C=C1 (4-ethylbenzyl chloride), C(C1=CC=CC=C1)N1C=CC2=CC=C(C=C12)CC(=O)O (2-(1-benzyl-1H-indole-6-yl)acetic acid). Product: C(C)C1=CC=C(CN2C=CC3=CC=C(C=C23)CC(=O)O)C=C1 (2-[1-(4-ethylbenzyl)-1H-indole-6-yl]acetic acid), C(C1=CC=CC=C1)N1C=CC2=CC=C(C=C12)CC(=O)O (2-(1-benzyl-1H-indole-6-yl)acetic acid). As a reaction SMILES: [CH2:1]([C:3]1[CH:10]=[CH:9][C:6]([CH2:7]Cl)=[CH:5][CH:4]=1)[CH3:2].[CH2:11]([N:18]1[C:26]2[C:21](=[CH:22][CH:23]=[C:24]([CH2:27][C:28]([OH:30])=[O:29])[CH:25]=2)[CH:20]=[CH:19]1)[C:12]1[CH:17]=[CH:16][CH:15]=[CH:14][CH:13]=1>>[CH2:1]([C:3]1[CH:10]=[CH:9][C:6]([CH2:7][N:18]2[C:26]3[C:21](=[CH:22][CH:23]=[C:24]([CH2:27][C:28]([OH:30])=[O:29])[CH:25]=3)[CH:20]=[CH:19]2)=[CH:5][CH:4]=1)[CH3:2].[CH2:11]([N:18]1[C:26]2[C:21](=[CH:22][CH:23]=[C:24]([CH2:27][C:28]([OH:30])=[O:29])[CH:25]=2)[CH:20]=[CH:19]1)[C:12]1[CH:13]=[CH:14][CH:15]=[CH:16][CH:17]=1. Reported procedure: The titled compound (24 mg) as a reddish brown solid was prepared from the compound [4-6] obtained in the process (6) of Example 4 (100 mg) and 4-ethylbenzyl chloride according to the method of the process (7) of Example 4. Starting materials: [OH-].C[N+](C)(C)C (tetramethylammonium hydroxide), C(C)O[Si](OCC)(OCC)OCC (tetraethoxysilane). Run in O (water). Product: [Si]([O-])([O-])([O-])[O-].[OH-].C[N+](C)(C)C.C[N+](C)(C)C.C[N+](C)(C)C.C[N+](C)(C)C.C[N+](C)(C)C (tetramethylammonium hydroxide silicate). As a reaction SMILES: [OH-:1].[CH3:2][N+:3]([CH3:6])([CH3:5])[CH3:4].C([O:9][Si:10]([O:17]CC)([O:14]CC)[O:11]CC)C>O>[Si:10]([O-:17])([O-:14])([O-:11])[O-:9].[OH-:1].[CH3:2][N+:3]([CH3:6])([CH3:5])[CH3:4].[CH3:2][N+:3]([CH3:6])([CH3:5])[CH3:4].[CH3:2][N+:3]([CH3:6])([CH3:5])[CH3:4].[CH3:2][N+:3]([CH3:6])([CH3:5])[CH3:4].[CH3:2][N+:3]([CH3:6])([CH3:5])[CH3:4] |f:0.1,4.5.6.7.8.9.10|. Reported procedure: To a mixed aqueous solution of 20 g of commercially available 25% tetramethylammonium hydroxide and 165 g of pure water, 21 g of 95% tetraethoxysilane was added with stirring by disper to obtain tetramethylammonium hydroxide silicate aqueous solution being an alkaline silicate having pH of 12.8, conductivity of 8110 μm/S and SiO2 concentration of 2.9% by weight. As a reaction SMILES: [BH4-:1].[CH3:15][OH:16].[Cl:3][c:4]1[cH:5][cH:6][c:7]([C:10]([CH2:11][O:12][CH3:13])=[O:14])[cH:8][cH:9]1.[Na+:2]>>[Cl:3][c:4]1[cH:5][cH:6][c:7]([CH:10]([CH2:11][O:12][CH3:13])[OH:14])[cH:8][cH:9]1. The product is COCC(O)c1ccc(Cl)cc1. Reactants: [BH4-], CO, COCC(=O)c1ccc(Cl)cc1, [Na+]. Starting materials: C(C)(C)(C)C(=O)CN1C([C@@H](CN(C2=C1C=CC=C2)C2CCCCC2)NC(NC=2C=C(C=CC2)C(C(=O)O)(C)C)=O)=O ((R)-(−)-2-[3-[3-(1 -tert-butylcarbonylmethyl-2-oxo-5-cyclohexyl-1,3,4,5-tetrahydro-2H-1,5-benzodiazepin-3-yl)ureido]phenyl]-2-methylpropionic acid), [OH-].[Na+] (sodium hydroxide). Solvent: CO (methanol). Product: C(C)(C)(C)C(=O)CN1C([C@@H](CN(C2=C1C=CC=C2)C2CCCCC2)NC(NC=2C=C(C=CC2)C(C(=O)[O-])(C)C)=O)=O.[Na+] (sodium (R)-2-[3-[3-(1-tert-butylcarbonylmethyl-2-oxo-5-cyclohexyl-1,3,4,5-tetrahydro-2H-1,5-benzodiazepin-3-yl)ureido]phenyl]-2-methylpropionate). Reaction SMILES: [C:1]([C:5]([CH2:7][N:8]1[C:14]2[CH:15]=[CH:16][CH:17]=[CH:18][C:13]=2[N:12]([CH:19]2[CH2:24][CH2:23][CH2:22][CH2:21][CH2:20]2)[CH2:11][C@@H:10]([NH:25][C:26](=[O:40])[NH:27][C:28]2[CH:29]=[C:30]([C:34]([CH3:39])([CH3:38])[C:35]([OH:37])=[O:36])[CH:31]=[CH:32][CH:33]=2)[C:9]1=[O:41])=[O:6])([CH3:4])([CH3:3])[CH3:2].[OH-].[Na+:43]>CO>[C:1]([C:5]([CH2:7][N:8]1[C:14]2[CH:15]=[CH:16][CH:17]=[CH:18][C:13]=2[N:12]([CH:19]2[CH2:20][CH2:21][CH2:22][CH2:23][CH2:24]2)[CH2:11][C@@H:10]([NH:25][C:26](=[O:40])[NH:27][C:28]2[CH:29]=[C:30]([C:34]([CH3:39])([CH3:38])[C:35]([O-:37])=[O:36])[CH:31]=[CH:32][CH:33]=2)[C:9]1=[O:41])=[O:6])([CH3:4])([CH3:2])[CH3:3].[Na+:43] |f:1.2,4.5|. Procedure: To a solution of (R)-(−)-2-[3-[3-(1 -tert-butylcarbonylmethyl-2-oxo-5-cyclohexyl-1,3,4,5-tetrahydro-2H-1,5-benzodiazepin-3-yl)ureido]phenyl]-2-methylpropionic acid (960 mg) in methanol (10 mL), 1 N sodium hydroxide (1.79 mL) was added. The solution was concentrated under reduced pressure. The residue was purified through HP-20 (“Diaion”, product of Mitsubishi Chemical Corporation) by means of water and methanol. The thus-purified residue was lyophilized, whereby the title compound (900 mg) was o... The reactants are N1(CCNCC1)C1=C(C(=C2C(C(=CN(C2=C1)C1CC1)C(=O)O)=O)C)F (7-(1-piperazinyl)-1-cyclopropyl-6-fluoro-5-methyl-1,4-dihydro-4-oxoquinoline-3-carboxylic acid), C(C)(=O)OC(C)=O (acetic anhydride), Cl (hydrochloric acid). Run in [OH-].[Na+] (sodium hydroxide). Yields the product C(C)(=O)N1CCN(CC1)C1=C(C(=C2C(C(=CN(C2=C1)C1CC1)C(=O)O)=O)C)F (7-(4-acetyl-1-piperazinyl)-1-cyclopropyl-6-fluoro-5-methyl-1,4-dihydro-4-oxoquinoline-3-carboxylic acid). RXN SMILES: [N:1]1([C:7]2[CH:16]=[C:15]3[C:10]([C:11](=[O:23])[C:12]([C:20]([OH:22])=[O:21])=[CH:13][N:14]3[CH:17]3[CH2:19][CH2:18]3)=[C:9]([CH3:24])[C:8]=2[F:25])[CH2:6][CH2:5][NH:4][CH2:3][CH2:2]1.[C:26](OC(=O)C)(=[O:28])[CH3:27].Cl>[OH-].[Na+]>[C:26]([N:4]1[CH2:5][CH2:6][N:1]([C:7]2[CH:16]=[C:15]3[C:10]([C:11](=[O:23])[C:12]([C:20]([OH:22])=[O:21])=[CH:13][N:14]3[CH:17]3[CH2:18][CH2:19]3)=[C:9]([CH3:24])[C:8]=2[F:25])[CH2:2][CH2:3]1)(=[O:28])[CH3:27] |f:3.4|. Procedure: To a solution of 7-(1-piperazinyl)-1-cyclopropyl-6-fluoro-5-methyl-1,4-dihydro-4-oxoquinoline-3-carboxylic acid (40 mg) in 5% sodium hydroxide (2 ml) is added acetic anhydride (0.1 ml) at room temperature. After the mixture is made acidic with dilute hydrochloric acid, the resultant is extracted with dichloromethane and the extract is dried over magnesium sulfate. After concentrating, the obtained residue is recrystallized from ethanol to give 7-(4-acetyl-1-piperazinyl)-1-cyclopropyl-6-fluoro-5-...